Dataset: the Open Reaction Database (ORD), a public repository of structured organic reaction records. Task: describe an organic reaction: reactants, conditions, products, and yield Reactants: O=C([O-])O, CC(Cl)OC(=O)OC1CCCCC1F, [I-], [K+], COc1cc(OCCO)c(F)c(C(Nc2ccc(C(N)=NC(=O)c3ccccc3)cc2)c2nn(-c3ncccn3)c(=O)[nH]2)c1, [Na+], CN(C)C=O. Yields the product COc1cc(OCCO)c(F)c(C(Nc2ccc(C(N)=NC(=O)c3ccccc3)cc2)c2nc(OC(C)OC(=O)OC3CCCCC3F)n(-c3ncccn3)n2)c1. Reaction SMILES: [C:45](=[O:46])([O-:47])[OH:48].[F:50][CH:51]1[CH:52]([O:57][C:58]([O:59][CH:60]([CH3:61])[Cl:62])=[O:63])[CH2:53][CH2:54][CH2:55][CH2:56]1.[I-:65].[K+:49].[NH2:1][C:2]([c:3]1[cH:4][cH:5][c:6]([NH:9][CH:10]([c:11]2[n:12][n:13](-[c:17]3[n:18][cH:19][cH:20][cH:21][n:22]3)[c:14](=[O:16])[nH:15]2)[c:23]2[c:24]([F:35])[c:25]([O:31][CH2:32][CH2:33][OH:34])[cH:26][c:27]([O:29][CH3:30])[cH:28]2)[cH:7][cH:8]1)=[N:36][C:37]([c:38]1[cH:39][cH:40][cH:41][cH:42][cH:43]1)=[O:44].[Na+:64].[O:66]=[CH:67][N:68]([CH3:69])[CH3:70]>>[NH2:1][C:2]([c:3]1[cH:4][cH:5][c:6]([NH:9][CH:10]([c:11]2[n:12][n:13](-[c:17]3[n:18][cH:19][cH:20][cH:21][n:22]3)[c:14]([O:16][CH:60]([O:59][C:58]([O:57][CH:52]3[CH:51]([F:50])[CH2:56][CH2:55][CH2:54][CH2:53]3)=[O:63])[CH3:61])[n:15]2)[c:23]2[c:24]([F:35])[c:25]([O:31][CH2:32][CH2:33][OH:34])[cH:26][c:27]([O:29][CH3:30])[cH:28]2)[cH:7][cH:8]1)=[N:36][C:37]([c:38]1[cH:39][cH:40][cH:41][cH:42][cH:43]1)=[O:44]. The reactants are [Al+3], C1CCOC1, CCOC(=O)c1c(C)nc2ccccn12, [H-], [H-], [H-], [H-], [Li+], [Mg+2], [Na+], O=S(=O)([O-])[O-], [OH-], O. The product is Cc1nc2ccccn2c1CO. Reaction SMILES: [Al+3:3].[CH2:30]1[O:31][CH2:32][CH2:33][CH2:34]1.[CH3:7][c:8]1[n:9][c:10]2[n:11]([cH:12][cH:13][cH:14][cH:15]2)[c:16]1[C:17](=[O:18])[O:19][CH2:20][CH3:21].[H-:1].[H-:4].[H-:5].[H-:6].[Li+:2].[Mg+2:24].[Na+:23].[O-:25][S:26](=[O:27])(=[O:28])[O-:29].[OH-:22].[OH2:35]>>[CH3:7][c:8]1[n:9][c:10]2[n:11]([cH:12][cH:13][cH:14][cH:15]2)[c:16]1[CH2:17][OH:18]. Starting materials: NC1=C(C(=O)OC)C=C(N=C1C1=CC=C(C=C1)[N+](=O)[O-])Br (methyl 3-amino-6-bromo-2-(4-nitrophenyl)isonicotinate), FC(C=1C=C(C=CC1)B(O)O)(F)F (3-(trifluoromethyl)phenylboronic acid), [O-]P(=O)([O-])[O-].[K+].[K+].[K+] (potassium phosphate tribasic), C1(CCCCC1)P(C1=C(C=CC=C1)C1=C(C=C(C=C1C(C)C)C(C)C)C(C)C)C1CCCCC1 (2-dicyclohexylphosphino-2′,4′,6′-tri-iso-propyl-1,1′-biphenyl). The reagents and catalysts are CC(=O)[O-].CC(=O)[O-].[Pd+2] (Pd(OAc)2). Product: NC1=C(C(=O)OC)C=C(N=C1C1=CC=C(C=C1)[N+](=O)[O-])C1=CC(=CC=C1)C(F)(F)F (methyl 3-amino-2-(4-nitrophenyl)-6-(3-(trifluoromethyl)phenyl)-isonicotinate). Isolated yield 45.5%. Reaction SMILES: [NH2:1][C:2]1[C:11]([C:12]2[CH:17]=[CH:16][C:15]([N+:18]([O-:20])=[O:19])=[CH:14][CH:13]=2)=[N:10][C:9](Br)=[CH:8][C:3]=1[C:4]([O:6][CH3:7])=[O:5].[F:22][C:23]([F:34])([F:33])[C:24]1[CH:25]=[C:26](B(O)O)[CH:27]=[CH:28][CH:29]=1.[O-]P([O-])([O-])=O.[K+].[K+].[K+].C1(P(C2CCCCC2)C2C=CC=CC=2C2C(C(C)C)=CC(C(C)C)=CC=2C(C)C)CCCCC1>CC([O-])=O.CC([O-])=O.[Pd+2]>[NH2:1][C:2]1[C:11]([C:12]2[CH:17]=[CH:16][C:15]([N+:18]([O-:20])=[O:19])=[CH:14][CH:13]=2)=[N:10][C:9]([C:28]2[CH:27]=[CH:26][CH:25]=[C:24]([C:23]([F:34])([F:33])[F:22])[CH:29]=2)=[CH:8][C:3]=1[C:4]([O:6][CH3:7])=[O:5] |f:2.3.4.5,7.8.9|. Procedure: A flask containing a mixture of methyl 3-amino-6-bromo-2-(4-nitrophenyl)isonicotinate (1.70 g, 4.83 mmol), 3-(trifluoromethyl)phenylboronic acid (1.83 g, 9.66 mmol), powdered potassium phosphate tribasic (3.38 g, 15 9 mmol), 2-dicyclohexylphosphino-2′,4′,6′-tri-iso-propyl-1,1′-biphenyl (0.460 g, 0.966 mmol), and Pd(OAc)2 (0.108 g, 0.483 mmol) was flushed with nitrogen. THF (20 mL) was added and the mixture was heated at reflux under nitrogen for 2 hr. The mixture was diluted with EtOAc and washe...